Dataset: the Open Reaction Database (ORD), a public repository of structured organic reaction records. Task: describe an organic reaction: reactants, conditions, products, and yield Starting materials: CNC, FC(F)(F)c1ccc(OCCC(Br)c2ccccc2)cc1. Yields the product CN(C)C(CCOc1ccc(C(F)(F)F)cc1)c1ccccc1. Reaction SMILES: [CH3:22][NH:23][CH3:24].[c:1]1([CH:7]([CH2:8][CH2:9][O:10][c:11]2[cH:12][cH:13][c:14]([C:17]([F:18])([F:19])[F:20])[cH:15][cH:16]2)[Br:21])[cH:2][cH:3][cH:4][cH:5][cH:6]1>>[c:1]1([CH:7]([CH2:8][CH2:9][O:10][c:11]2[cH:12][cH:13][c:14]([C:17]([F:18])([F:19])[F:20])[cH:15][cH:16]2)[N:23]([CH3:22])[CH3:24])[cH:2][cH:3][cH:4][cH:5][cH:6]1. Reactants: ClC1=C2C(=[N+](C(=C1)SC1CCCC1)[O-])CCC2 (4-chloro-2-(cyclopentylthio)-6,7-dihydro-5H-cyclopenta[b]pyridine 1-oxide), P(Cl)(Cl)Cl (phosphorous trichloride). Reported procedure: To a solution of 4-chloro-2-(cyclopentylthio)-6,7-dihydro-5H-cyclopenta[b]pyridine 1-oxide (0.160 g, 0.59 mmol) in methylene chloride (10 mL) was added phosphorous trichloride (0.1 mL, 0.89 mmol). The mixture stirred at rt for 2 h. After this time, the mixture was quenched with a saturated solution of NaHCO3 and extracted with methylene chloride. The organic layer was dried over anhydrous sodium sulfate, filtered, and the filtrate was concentrated. The residue was purified by column chromatograp... The solvent is C(Cl)Cl (methylene chloride). As a reaction SMILES: [Cl:1][C:2]1[CH:7]=[C:6]([S:8][CH:9]2[CH2:13][CH2:12][CH2:11][CH2:10]2)[N+:5]([O-])=[C:4]2[CH2:15][CH2:16][CH2:17][C:3]=12.P(Cl)(Cl)Cl>C(Cl)Cl>[Cl:1][C:2]1[CH:7]=[C:6]([S:8][CH:9]2[CH2:13][CH2:12][CH2:11][CH2:10]2)[N:5]=[C:4]2[CH2:15][CH2:16][CH2:17][C:3]=12. The product is ClC1=C2C(=NC(=C1)SC1CCCC1)CCC2 (4-chloro-2-(cyclopentylthio)-6,7-dihydro-5H-cyclopenta[b]pyridine). Conditions: time 2 hour. Isolated yield 91.5%. Reactants: CC(C)(C)N(CCNC(=O)c1ccc(C(c2cc(F)ccc2F)S(=O)(=O)c2ccc(Cl)cc2)nc1)C(=O)[O-], CCO, Cl. Yields the product NCCNC(=O)c1ccc(C(c2cc(F)ccc2F)S(=O)(=O)c2ccc(Cl)cc2)nc1. RXN SMILES: [C:1]([N:5]([C:2](=[O:3])[O-:4])[CH2:9][CH2:10][NH:11][C:12](=[O:13])[c:14]1[cH:15][n:16][c:17]([CH:20]([c:21]2[c:22]([F:28])[cH:23][cH:24][c:25]([F:27])[cH:26]2)[S:29](=[O:30])(=[O:31])[c:32]2[cH:33][cH:34][c:35]([Cl:38])[cH:36][cH:37]2)[cH:18][cH:19]1)([CH3:6])([CH3:7])[CH3:8].[CH3:40][CH2:41][OH:42].[ClH:39]>>[NH2:5][CH2:9][CH2:10][NH:11][C:12](=[O:13])[c:14]1[cH:15][n:16][c:17]([CH:20]([c:21]2[c:22]([F:28])[cH:23][cH:24][c:25]([F:27])[cH:26]2)[S:29](=[O:30])(=[O:31])[c:32]2[cH:33][cH:34][c:35]([Cl:38])[cH:36][cH:37]2)[cH:18][cH:19]1. Reactants: O=[O+][O-] (Ozone), CC(CC1(C(N(CC1)CC1=CC=CC=C1)=O)C(C(=O)OC(C)(C)C)C(=C)C)C (tert-butyl 3-(2-methylpropyl)-2-oxo-1-(phenylmethyl)-α-(propen-2-yl)-3-pyrrolidineacetate), N#N (N2), [BH4-].[Na+] (sodium borohydride). The solvent is CCO (EtOH). Product: OCCC(C(=O)OC(C)(C)C)C1(C(N(CC1)CC1=CC=CC=C1)=O)CC(C)C (tert-Butyl α-(2-Hydroxyethyl)-3-(2-methylpropyl)-2-oxo-1-(phenylmethyl)-3-pyrrolidineacetate). The yield is 64.0%. RXN SMILES: [O:1]=[O+][O-].[CH3:4][CH:5]([CH3:31])[CH2:6][C:7]1([CH:20]([C:28](C)=[CH2:29])[C:21]([O:23][C:24]([CH3:27])([CH3:26])[CH3:25])=[O:22])[CH2:11][CH2:10][N:9]([CH2:12][C:13]2[CH:18]=[CH:17][CH:16]=[CH:15][CH:14]=2)[C:8]1=[O:19].N#N.[BH4-].[Na+]>CCO>[OH:1][CH2:29][CH2:28][CH:20]([C:7]1([CH2:6][CH:5]([CH3:31])[CH3:4])[CH2:11][CH2:10][N:9]([CH2:12][C:13]2[CH:14]=[CH:15][CH:16]=[CH:17][CH:18]=2)[C:8]1=[O:19])[C:21]([O:23][C:24]([CH3:27])([CH3:26])[CH3:25])=[O:22] |f:3.4|. Reported procedure: Ozone is bubbled through a cold (-78° C.) solution of tert-butyl 3-(2-methylpropyl)-2-oxo-1-(phenylmethyl)-α-(propen-2-yl)-3-pyrrolidineacetate (1.32 g, 3.42 mmol) in EtOH (30 mL). After purging the solution with N2, sodium borohydride (195 mg, 5.14 mmol) is added in one portion (at -78° C.). The solution is allowed to slowly warm to room temperatuare under N2 overnight. The reaction mixture is concentrated to a white solid, diluted with H2O (10 mL) and extracted with EtOAc (3×25 mL). The organi... Starting materials: C(CC)S(=O)(=O)Cl (propane-1-sulfonyl chloride), ClC1=CC=C(C=C1)C1(CCC1)C1=NCCC2=CC(=CC=C12)OCCN (2-({1-[1-(4-Chlorophenyl)cyclobutyl]-3,4-dihydroisoquinolin-6-yl}oxy)ethanamine), O (Water). Reagents/catalysts: CN(C1=CC=NC=C1)C (N,N-dimethylpyridin-4-amine). Run in ClCCl (dichloromethane). The product is ClC1=CC=C(C=C1)C1(CCC1)C1=NCCC2=CC(=CC=C12)OCCNS(=O)(=O)CCC (N-[2-({1-[1-(4-Chlorophenyl)cyclobutyl]-3,4-dihydroisoquinolin-6-yl}oxy)ethyl]propane-1-sulfonamide). RXN SMILES: [Cl:1][C:2]1[CH:7]=[CH:6][C:5]([C:8]2([C:12]3[C:21]4[C:16](=[CH:17][C:18]([O:22][CH2:23][CH2:24][NH2:25])=[CH:19][CH:20]=4)[CH2:15][CH2:14][N:13]=3)[CH2:11][CH2:10][CH2:9]2)=[CH:4][CH:3]=1.[CH2:26]([S:29](Cl)(=[O:31])=[O:30])[CH2:27][CH3:28].O>ClCCl.CN(C)C1C=CN=CC=1>[Cl:1][C:2]1[CH:3]=[CH:4][C:5]([C:8]2([C:12]3[C:21]4[C:16](=[CH:17][C:18]([O:22][CH2:23][CH2:24][NH:25][S:29]([CH2:26][CH2:27][CH3:28])(=[O:31])=[O:30])=[CH:19][CH:20]=4)[CH2:15][CH2:14][N:13]=3)[CH2:11][CH2:10][CH2:9]2)=[CH:6][CH:7]=1. Reported procedure: 2-({1-[1-(4-Chlorophenyl)cyclobutyl]-3,4-dihydroisoquinolin-6-yl}oxy)ethanamine (0.40 g, 0.90 mmol) was dissolved in dichloromethane (8 mL) and propane-1-sulfonyl chloride (0.169 g, 1.18 mmol) and N,N-dimethylpyridin-4-amine (0.152 g, 1.24 mmol) were added. The reaction mixture was stirred at room temperature over night. Water was added and the aqueous phase was extracted several time with dichloromethane. The combined organic layers were dried (Na2SO4) and concentrated in vacuo. The crude produ...